Dataset: the Open Reaction Database (ORD), a public repository of structured organic reaction records. Task: describe an organic reaction: reactants, conditions, products, and yield Starting materials: C1CCOC1, CCOC(=O)CP(=O)(OCC)OCC, CCOC(C)=O, O=C1CCc2c(Cl)cccc21, [H-], [Na+]. Product: CCOC(=O)CC1CCc2c(Cl)cccc21. Reaction SMILES: [CH2:28]1[O:29][CH2:30][CH2:31][CH2:32]1.[CH3:1][CH2:2][O:3][C:4](=[O:5])[CH2:6][P:7]([O:8][CH2:9][CH3:10])([O:11][CH2:12][CH3:13])=[O:14].[CH3:33][CH2:34][O:35][C:36]([CH3:37])=[O:38].[Cl:17][c:18]1[c:19]2[c:23]([cH:24][cH:25][cH:26]1)[C:22](=[O:27])[CH2:21][CH2:20]2.[H-:16].[Na+:15]>>[CH3:1][CH2:2][O:3][C:4](=[O:5])[CH2:6][CH:22]1[CH2:21][CH2:20][c:19]2[c:18]([Cl:17])[cH:26][cH:25][cH:24][c:23]21. Reactants: ClC1=C(C=CC=C1)S(=O)(=O)[C@@H]1C[C@H](N(C1)C(CC(C)=O)=S)C(=O)OC ((2S,4R)-methyl 4-(2-chlorophenylsulfonyl)-1-(3-oxobutanethioyl)pyrrolidine-2-carboxylate), Cl.C1(CCCCC1)NN (cyclohexylhydrazine hydrochloride). The product is COC(=O)[C@H]1N(C[C@@H](C1)S(=O)(=O)C1=C(C=CC=C1)Cl)C=1N(N=C(C1)C)C1CCCCC1 ((2S,4R)-4-(2-Chloro-benzenesulfonyl)-1-(2-cyclohexyl-5-methyl-2H-pyrazol-3-yl)-pyrrolidine-2-carboxylic acid methyl ester). As a reaction SMILES: [Cl:1][C:2]1[CH:7]=[CH:6][CH:5]=[CH:4][C:3]=1[S:8]([C@H:11]1[CH2:15][N:14]([C:16](=S)[CH2:17][C:18](=O)[CH3:19])[C@H:13]([C:22]([O:24][CH3:25])=[O:23])[CH2:12]1)(=[O:10])=[O:9].Cl.[CH:27]1([NH:33][NH2:34])[CH2:32][CH2:31][CH2:30][CH2:29][CH2:28]1>>[CH3:25][O:24][C:22]([C@@H:13]1[CH2:12][C@@H:11]([S:8]([C:3]2[CH:4]=[CH:5][CH:6]=[CH:7][C:2]=2[Cl:1])(=[O:10])=[O:9])[CH2:15][N:14]1[C:16]1[N:33]([CH:27]2[CH2:32][CH2:31][CH2:30][CH2:29][CH2:28]2)[N:34]=[C:18]([CH3:19])[CH:17]=1)=[O:23] |f:1.2|. Reported procedure: In analogy to the procedure described in example 192 h, (2S,4R)-methyl 4-(2-chlorophenylsulfonyl)-1-(3-oxobutanethioyl)pyrrolidine-2-carboxylate (example 253c) was reacted with cyclohexylhydrazine hydrochloride (CAS Reg. No. 24214-73-1) to give the title compound as orange oil. MS (ESI): m/z=466.2 [M+H]+. The reactants are solution, O=C1CC2(C1)CCN(CC2)C(=O)OC(C)(C)C (tert-butyl 2-oxo-7-azaspiro[3.5]nonane-7-carboxylate), [BH4-].[Na+] (sodium borohydride), [Cl-].[NH4+] (ammonium chloride). Run in C(C)O (ethanol), C(C)O (ethanol). Reaction conditions: time 25 minute. Yields the product OC1CC2(C1)CCN(CC2)C(=O)OC(C)(C)C (tert-butyl 2-hydroxy-7-azaspiro[3.5]nonane-7-carboxylate). Isolated yield 93.3%. Reaction SMILES: [BH4-].[Na+].[O:3]=[C:4]1[CH2:7][C:6]2([CH2:12][CH2:11][N:10]([C:13]([O:15][C:16]([CH3:19])([CH3:18])[CH3:17])=[O:14])[CH2:9][CH2:8]2)[CH2:5]1.[Cl-].[NH4+]>C(O)C>[OH:3][CH:4]1[CH2:7][C:6]2([CH2:12][CH2:11][N:10]([C:13]([O:15][C:16]([CH3:19])([CH3:18])[CH3:17])=[O:14])[CH2:9][CH2:8]2)[CH2:5]1 |f:0.1,3.4|. Procedure details: 300 ml ethanol was ice-cooled, and 6.13 g of sodium borohydride was dissolved therein. 100 ml solution of 38.9 g of tert-butyl 2-oxo-7-azaspiro[3.5]nonane-7-carboxylate in ethanol was added dropwise thereinto over 25 min. The reaction solution was treated with saturated aqueous ammonium chloride and evaporated. The resulting residue was partitioned into ethyl acetate and water, and the ethyl acetate layer was washed with brine and dried over magnesium sulfate. After filtration, the solvent was e... Starting materials: Brc1nccs1, COCCOC, COc1ncc(B(O)O)c(OC)n1. The product is COc1ncc(-c2nccs2)c(OC)n1. Reaction SMILES: [Br:1][c:2]1[s:3][cH:4][cH:5][n:6]1.[CH3:20][O:21][CH2:22][CH2:23][O:24][CH3:25].[CH3:7][O:8][c:9]1[n:10][cH:11][c:12]([B:17]([OH:18])[OH:19])[c:13]([O:15][CH3:16])[n:14]1>>[c:2]1(-[c:12]2[cH:11][n:10][c:9]([O:8][CH3:7])[n:14][c:13]2[O:15][CH3:16])[s:3][cH:4][cH:5][n:6]1. Starting materials: CCc1cc(-c2ccc(S(=O)(=O)Cl)s2)c(C)[nH]c1=O, OCCOCCN1CCNCC1. Yields the product CCc1cc(-c2ccc(S(=O)(=O)N3CCN(CCOCCO)CC3)s2)c(C)[nH]c1=O, Cl. Reaction SMILES: [CH2:1]([CH3:2])[c:3]1[cH:4][c:5](-[c:11]2[cH:12][cH:13][c:14]([S:16](=[O:17])(=[O:18])[Cl:19])[s:15]2)[c:6]([CH3:10])[nH:7][c:8]1=[O:9].[N:20]1([CH2:26][CH2:27][O:28][CH2:29][CH2:30][OH:31])[CH2:21][CH2:22][NH:23][CH2:24][CH2:25]1>>[CH2:1]([CH3:2])[c:3]1[cH:4][c:5](-[c:11]2[cH:12][cH:13][c:14]([S:16](=[O:17])(=[O:18])[N:23]3[CH2:22][CH2:21][N:20]([CH2:26][CH2:27][O:28][CH2:29][CH2:30][OH:31])[CH2:25][CH2:24]3)[s:15]2)[c:6]([CH3:10])[nH:7][c:8]1=[O:9].[ClH:19]. Reactants: C1(=CC=CC=C1)C1=NN=NN1 (5-phenyltetrazole), ClCC#N (chloroacetonitrile), CN(C=O)C (dimethyl formamide), C([O-])([O-])=O.[K+].[K+] (potassium carbonate). Run in O (water). The product is C1(=CC=CC=C1)C=1N=NN(N1)CC#N (5-phenyl-2H-tetrazole-2-acetonitrile). As a reaction SMILES: [C:1]1([C:7]2[NH:11][N:10]=[N:9][N:8]=2)[CH:6]=[CH:5][CH:4]=[CH:3][CH:2]=1.Cl[CH2:13][C:14]#[N:15].CN(C)C=O.C(=O)([O-])[O-].[K+].[K+]>O>[C:1]1([C:7]2[N:8]=[N:9][N:10]([CH2:13][C:14]#[N:15])[N:11]=2)[CH:2]=[CH:3][CH:4]=[CH:5][CH:6]=1 |f:3.4.5|. Procedure details: To 146 mg (1 mmol) of 5-phenyltetrazole and 75 mg (1 mmol) of chloroacetonitrile was added three mL of dimethyl formamide. The resulting solution was stirred, then 158 mg (1 mmol) of potassium carbonate was added and the mixture was further stirred at room temperature for 18 hours. Twenty-five mL of water was then added and the mixture was extracted twice with 25 mL of ethyl acetate. Evaporation of the extracts left the crude product, which was purified by silica gel chromatography, leaving an o...